This data is from the Open Reaction Database (ORD), a public repository of structured organic reaction records. The task is: describe an organic reaction: reactants, conditions, products, and yield Reactants: CCN(CC(=O)O)c1ccc(C#N)c(C(F)(F)F)c1, NCC1CC1. Product: CCN(CC(=O)NCC1CC1)c1ccc(C#N)c(C(F)(F)F)c1. Reaction SMILES: [C:1](#[N:2])[c:3]1[c:4]([C:16]([F:17])([F:18])[F:19])[cH:5][c:6]([N:9]([CH2:10][C:11](=[O:12])[OH:13])[CH2:14][CH3:15])[cH:7][cH:8]1.[CH:20]1([CH2:23][NH2:24])[CH2:21][CH2:22]1>>[C:1](#[N:2])[c:3]1[c:4]([C:16]([F:17])([F:18])[F:19])[cH:5][c:6]([N:9]([CH2:10][C:11](=[O:13])[NH:24][CH2:23][CH:20]2[CH2:21][CH2:22]2)[CH2:14][CH3:15])[cH:7][cH:8]1. Starting materials: C(C1=CC=CC=C1)OC=1C(C=CN2C1C(OC(C2)OC)C2=CC=CC=C2)=O (9-Benzyloxy-3-methoxy-1-phenyl-3,4-dihydro-1H-pyrido[2,1-c][1,4]oxazin-8-one), C(C)(=O)OCC.C(C)O (ethyl acetate ethanol), C(C1=CC=CC=C1)OC1=C(N(C=CC1=O)CC(OC)OC)C(OC1OCCCC1)C1=CC=CC=C1 (3-benzyloxy-1-(2,2-dimethoxy-ethyl)-2-[phenyl-(tetrahydro-pyran-2-yloxy)-methyl]-1H-pyridin-4-one), C(C1=CC=CC=C1)OC=1C(C=CN2C1C(OC(C2)OC)C2=CC=CC=C2)=O (9-benzyloxy-3-methoxy-1-phenyl-3,4-dihydro-1H-pyrido[2,1-c][1,4]oxazin-8-one). Run in CO (methanol), Cl (hydrochloric acid). Yields the product OC=1C(C=CN2C1C(OC(C2)OC)C2=CC=CC=C2)=O (9-Hydroxy-3-methoxy-1-phenyl-3, 4-dihydro-1H-pyrido[2,1-c][1,4]oxazin-8-one). RXN SMILES: C([O:8][C:9]1[C:10](=[O:27])[CH:11]=[CH:12][N:13]2[CH2:18][CH:17]([O:19][CH3:20])[O:16][CH:15]([C:21]3[CH:26]=[CH:25][CH:24]=[CH:23][CH:22]=3)[C:14]=12)C1C=CC=CC=1.C(OC1C(=O)C=CN(CC(OC)OC)C=1C(C1C=CC=CC=1)OC1CCCCO1)C1C=CC=CC=1.C(OCC)(=O)C.C(O)C>CO.Cl>[OH:8][C:9]1[C:10](=[O:27])[CH:11]=[CH:12][N:13]2[CH2:18][CH:17]([O:19][CH3:20])[O:16][CH:15]([C:21]3[CH:22]=[CH:23][CH:24]=[CH:25][CH:26]=3)[C:14]=12 |f:2.3|. Reported procedure: 9-Benzyloxy-3-methoxy-1-phenyl-3,4-dihydro-1H-pyrido[2,1-c][1,4]oxazin-8-one: 2.13 g of 3-benzyloxy-1-(2,2-dimethoxy-ethyl)-2-[phenyl-(tetrahydro-pyran-2-yloxy)-methyl]-1H-pyridin-4-one are boiled under reflux for 2 hours in 5 ml of methanol and 8.8 ml of 2N hydrochloric acid. The methanol is distilled off using a rotary evaporator and the residue is diluted with water and neutralised with 8.8 ml of 2N sodium hydroxide solution. Extraction is carried out with ethyl acetate and the extracts are w... Starting materials: N=1N=NN2C1C(=NC=C2)N2CCN(CC2)C(=O)OC(C)(C)C (tert-butyl 4-(tetrazolo[1,5-a]pyrazin-8-yl)piperazine-1-carboxylate), CN(C)C=O (DMF), BrN1C(CCC1=O)=O (N-bromosuccinimide). Solvent: O (water). Conditions: temperature 10 celsius, time 0.5 hour. Yields the product BrC1=CN=C(C=2N1N=NN2)N2CCN(CC2)C(=O)OC(C)(C)C (tert-Butyl 4-(5-bromotetrazolo[1,5-a]pyrazin-8-yl)piperazine-1-carboxylate). Isolated yield 81.3%. Reaction SMILES: [N:1]1[N:2]=[N:3][N:4]2[CH:9]=[CH:8][N:7]=[C:6]([N:10]3[CH2:15][CH2:14][N:13]([C:16]([O:18][C:19]([CH3:22])([CH3:21])[CH3:20])=[O:17])[CH2:12][CH2:11]3)[C:5]=12.CN(C=O)C.[Br:28]N1C(=O)CCC1=O>O>[Br:28][C:9]1[N:4]2[N:3]=[N:2][N:1]=[C:5]2[C:6]([N:10]2[CH2:11][CH2:12][N:13]([C:16]([O:18][C:19]([CH3:22])([CH3:21])[CH3:20])=[O:17])[CH2:14][CH2:15]2)=[N:7][CH:8]=1. Procedure: A 3 L round bottom flask was charged with tert-butyl 4-(tetrazolo[1,5-a]pyrazin-8-yl)piperazine-1-carboxylate (500 g, 1.6 mol) and DMF (2 L). To the above was added N-bromosuccinimide (320 g, 1.8 mol) in portions at 10° C. The resulting mixture was stirred at 10° C. for 0.5 h. Work-up: the reaction mixture was poured into water (3 L). The resulting crystalline solid was collected by filtration, washed with water (300 mL), and dried to afford 500 g (79%) of the product as a red solid. MS m/z: 384... Reactants: BrC=1C=C(SC1)C(=O)NC=1OC(=NN1)C=1OC=CC1 (4-bromo-N-[5-(2-furyl)-1,3,4-oxadiazol-2-yl]-2-thiophenecarboxamide), C1(=CC=C(C=C1)B(O)O)C1=CC=CC=C1 (4-biphenylboronic acid). The product is C1(=CC=C(C=C1)C=1C=C(SC1)C(=O)NC=1OC(=NN1)C=1OC=CC1)C1=CC=CC=C1 (4-(4-Biphenylyl)-N-[5-(2-furyl)-1,3,4-oxadiazol-2-yl]-2-thiophenecarboxamide). RXN SMILES: Br[C:2]1[CH:3]=[C:4]([C:7]([NH:9][C:10]2[O:11][C:12]([C:15]3[O:16][CH:17]=[CH:18][CH:19]=3)=[N:13][N:14]=2)=[O:8])[S:5][CH:6]=1.[C:20]1([C:29]2[CH:34]=[CH:33][CH:32]=[CH:31][CH:30]=2)[CH:25]=[CH:24][C:23](B(O)O)=[CH:22][CH:21]=1>>[C:20]1([C:29]2[CH:30]=[CH:31][CH:32]=[CH:33][CH:34]=2)[CH:25]=[CH:24][C:23]([C:2]2[CH:3]=[C:4]([C:7]([NH:9][C:10]3[O:11][C:12]([C:15]4[O:16][CH:17]=[CH:18][CH:19]=4)=[N:13][N:14]=3)=[O:8])[S:5][CH:6]=2)=[CH:22][CH:21]=1. Reported procedure: The title compound was synthesized in accordance with the synthesis method of compound Ia-50, using 4-bromo-N-[5-(2-furyl)-1,3,4-oxadiazol-2-yl]-2-thiophenecarboxamide prepared in Reference Example 12 instead of compound Ia-50 and using commercially available 4-biphenylboronic acid instead of 1-methyl-5-indoleboronic acid pinacol ester.